describe an organic reaction: reactants, conditions, products, and yield From a dataset of the Open Reaction Database (ORD), a public repository of structured organic reaction records. Reactants: OC1=C(C=CC(=C1CCC)O)C(C)=O (1-(2,4-dihydroxy-3-propylphenyl)ethanone), BrBr (bromine). Solvent: C(Cl)(Cl)Cl (chloroform), C(Cl)(Cl)Cl (chloroform). Reaction conditions: time 45 minute. Yields the product BrC=1C(=C(C(=C(C1)C(C)=O)O)CCC)O (1-(5-bromo-2,4-dihydroxy-3-propylphenyl)ethanone). Isolated yield 73.2%. As a reaction SMILES: [OH:1][C:2]1[C:7]([CH2:8][CH2:9][CH3:10])=[C:6]([OH:11])[CH:5]=[CH:4][C:3]=1[C:12](=[O:14])[CH3:13].[Br:15]Br>C(Cl)(Cl)Cl>[Br:15][C:5]1[C:6]([OH:11])=[C:7]([CH2:8][CH2:9][CH3:10])[C:2]([OH:1])=[C:3]([C:12](=[O:14])[CH3:13])[CH:4]=1. Procedure: To a cold suspension (7°) of 5 g (0.026 mol) of 1-(2,4-dihydroxy-3-propylphenyl)ethanone in 150 ml of chloroform was added 27 ml (0.027 mol) of 1M bromine in chloroform dropwise. The mixture was stirred at 5° for 45 minutes and solvent was removed in vacuo. The residue was extracted with hot hexane and the hexane extract was boiled down to 50 ml and allowed to crystallize. Filtration gave 5.2 g, melting point 67° (74% yield) of 1-(5-bromo-2,4-dihydroxy-3-propylphenyl)ethanone. Reactants: COC[C@@H](OC=1C=C(C(=O)O)C=C(C1)OC1=CC(=CC=C1)F)C (3-{(1S)-2-methoxy-(methylethyl)oxy}-5-{[3-fluoro phenyl]oxy}benzoic acid), FC=1C=C(C=CC1)B(O)O (m-fluorophenylboronic acid), NC=1SC=C(N1)CC(=O)OCC (ethyl 2-aminothiazol-4-ylacetate). Yields the product C(C)OC(CC=1N=C(SC1)NC(C1=CC(=CC(=C1)O[C@H](COC)C)OC1=CC(=CC=C1)F)=O)=O ({2-[3-(3-fluoro-phenoxy)-5-((S)-2-methoxy-1-methyl-ethoxy)-benzoylamino]-thiazol-4-yl}-acetic acid ethyl ester). Reaction SMILES: [CH3:1][O:2][CH2:3][C@H:4]([CH3:23])[O:5][C:6]1[CH:7]=[C:8]([CH:12]=[C:13]([O:15][C:16]2[CH:21]=[CH:20][CH:19]=[C:18]([F:22])[CH:17]=2)[CH:14]=1)[C:9]([OH:11])=O.FC1C=C(B(O)O)C=CC=1.[NH2:34][C:35]1[S:36][CH:37]=[C:38]([CH2:40][C:41]([O:43][CH2:44][CH3:45])=[O:42])[N:39]=1>>[CH2:44]([O:43][C:41](=[O:42])[CH2:40][C:38]1[N:39]=[C:35]([NH:34][C:9](=[O:11])[C:8]2[CH:7]=[C:6]([O:5][C@@H:4]([CH3:23])[CH2:3][O:2][CH3:1])[CH:14]=[C:13]([O:15][C:16]3[CH:21]=[CH:20][CH:19]=[C:18]([F:22])[CH:17]=3)[CH:12]=2)[S:36][CH:37]=1)[CH3:45]. Procedure: {2-[3-(3-fluoro-phenoxy)-5-((S)-2-methoxy-1-methyl-ethoxy)-benzoylamino]-thiazol-4-yl}-acetic acid ethyl ester was prepared from 3-{(1S)-2-methoxy-(methylethyl)oxy}-5-{[3-fluoro phenyl]oxy}benzoic acid (prepared in analogy to the method described in general synthetic descriptions F, using m-fluorophenylboronic acid in step D)) and ethyl 2-aminothiazol-4-ylacetate following synthetic description A Reactants: ice water, N1=CC=CC=C1 (pyridine), [BH4-].[Na+] (NaBH4), ClC(=O)OCC1=CC=CC=C1 (benzyl chloroformate). Solvent: O1CCCC1 (tetrahydrofuran). Reaction SMILES: [N:1]1[CH:6]=[CH:5][CH:4]=[CH:3][CH:2]=1.[BH4-].[Na+].Cl[C:10]([O:12][CH2:13][C:14]1[CH:19]=[CH:18][CH:17]=[CH:16][CH:15]=1)=[O:11]>O1CCCC1>[CH2:13]([O:12][C:10]([N:1]1[CH:6]=[CH:5][CH:4]=[CH:3][CH2:2]1)=[O:11])[C:14]1[CH:19]=[CH:18][CH:17]=[CH:16][CH:15]=1 |f:1.2|. Procedure: A solution of pyridine (4.0 g., 0.050 mol) and NaBH4 (1.0 g, 0.026 mol) in 20 ml of tetrahydrofuran is treated with benzyl chloroformate (8.5 g, 0.05 mol) over about 1 hour followed by stirring for 1.5 hour at -78° C. The mixture is added to ice-water and extracted with ether, and the extract is washed with 3% HCl solution and 3% NaOH solution. After the extract is dried and evaporated, 8.0 g of N-benzyloxycarbonyl-1,2-dihydropyridine is obtained in 74% yield. A 5% solution of N-benzyloxycarbony... The yield is 74.3%. Yields the product C(C1=CC=CC=C1)OC(=O)N1CC=CC=C1 (N-benzyloxycarbonyl-1,2-dihydropyridine). Run at temperature -78 celsius, time 1.5 hour. The yield is 65.4%. Starting materials: Cl.CN(CCC(=O)C1=CC=CC=C1)C (3-dimethylaminopropiophenone hydrochloride), C([O-])([O-])=O.[K+].[K+] (potassium carbonate), [BH4-].[Na+] (sodium borohydride). Yields the product CN(CCC(O)C1=CC=CC=C1)C (3-dimethylamino-1-phenyl-1-propanol). Procedure: To a solution of 313.7 g of 3-dimethylaminopropiophenone hydrochloride in 750 ml of methanol and 375 ml of water was added a saturated solution of potassium carbonate until the pH of the solution was 10. The solution was cooled to 0° C. by means of an external ice bath at which time 27.8 g of sodium borohydride were added in portions over a 4-hour period. The ice bath was removed and the reaction mixture stirred at room temperature overnight. The methanol was removed in vacuo and the resulting s... Reaction SMILES: Cl.[CH3:2][N:3]([CH3:14])[CH2:4][CH2:5][C:6]([C:8]1[CH:13]=[CH:12][CH:11]=[CH:10][CH:9]=1)=[O:7].C(=O)([O-])[O-].[K+].[K+].[BH4-].[Na+]>CO.O>[CH3:14][N:3]([CH3:2])[CH2:4][CH2:5][CH:6]([C:8]1[CH:13]=[CH:12][CH:11]=[CH:10][CH:9]=1)[OH:7] |f:0.1,2.3.4,5.6|. The solvent is CO (methanol), O (water), hexanes. Run at time 8 hour. Starting materials: COc1ccc(-c2nsc(CO)n2)cc1, Cc1ccccc1, O, BrP(Br)Br. The product is COc1ccc(-c2nsc(CBr)n2)cc1. As a reaction SMILES: [CH3:1][O:2][c:3]1[cH:4][cH:5][c:6](-[c:9]2[n:10][s:11][c:12]([CH2:14][OH:15])[n:13]2)[cH:7][cH:8]1.[CH3:21][c:22]1[cH:23][cH:24][cH:25][cH:26][cH:27]1.[OH2:20].[P:16]([Br:17])([Br:18])[Br:19]>>[CH3:1][O:2][c:3]1[cH:4][cH:5][c:6](-[c:9]2[n:10][s:11][c:12]([CH2:14][Br:17])[n:13]2)[cH:7][cH:8]1. Reaction conditions: time 30 minute. Reagents/catalysts: [N+](=O)([O-])[O-].[Ag+] (silver nitrate), [N+](=O)([O-])[O-].[Ag+] (silver nitrate). RXN SMILES: [C:1]([O:6][CH2:7][CH3:8])(=[O:5])[C:2]([O-])=O.[N:9]1[C:18]2[CH2:17][CH2:16][CH2:15][CH2:14][C:13]=2[N:12]=C[CH:10]=1.S(=O)(=O)(O)O.S(OOS([O-])(=O)=O)([O-])(=O)=O.[Na+].[Na+].C(=O)([O-])O.[Na+]>ClCCl.O.[N+]([O-])([O-])=O.[Ag+].C(Cl)(Cl)Cl>[N:12]1[C:13]2[CH2:14][CH2:15][CH2:16][CH2:17][C:18]=2[N:9]=[CH:10][C:2]=1[C:1]([O:6][CH2:7][CH3:8])=[O:5] |f:3.4.5,6.7,10.11|. Yield: 22.1%. Procedure details: To a solution of 1.0 g of monoethyl oxalate in 14 mL of dichloromethane, 0.47 g of 5,6,7,8-tetrahydroquinoxaline, 91 μL of concentrated sulfuric acid, 1.7 g of sodium persulfate, and a suspension of 60 mg of silver nitrate in 14 mL of water were added, and the mixture was heated under reflux while stirring for 1 hour 30 minutes. To the reaction mixture, 1.7 g of sodium persulfate and 60 mg of silver nitrate were further added, and the mixture was heated under reflux for 1 hour 50 minutes. The re... Yields the product N1=C(C=NC=2CCCCC12)C(=O)OCC (ethyl 5,6,7,8-tetrahydroquinoxaline-2-carboxylate). The solvent is C(Cl)(Cl)Cl (chloroform), ClCCl (dichloromethane), O (water). Reactants: C(O)([O-])=O.[Na+] (sodium hydrogen carbonate), C(C(=O)[O-])(=O)OCC (monoethyl oxalate), N1=CC=NC=2CCCCC12 (5,6,7,8-tetrahydroquinoxaline), S(O)(O)(=O)=O (sulfuric acid), S(=O)(=O)([O-])OOS(=O)(=O)[O-].[Na+].[Na+] (sodium persulfate), S(=O)(=O)([O-])OOS(=O)(=O)[O-].[Na+].[Na+] (sodium persulfate).